From a dataset of the Open Reaction Database (ORD), a public repository of structured organic reaction records. describe an organic reaction: reactants, conditions, products, and yield The reactants are COC=1C=C(C=C(C1)OC)CCN(CCC(=O)O)C(CNC(CC1=CC(=C(C=C1)NC(=O)NC1=C(C=CC=C1)C)OC)=O)=O (3-[[2-(3,5-dimethoxy-phenyl)-ethyl]-({2-[3-methoxy-4-(3-o-tolylureido)phenyl]-acetylamino}-acetyl)-amino]-propionic acid), CC(C)CC(=O)C1=C(C(=C(C=C1O)O)CC=C(C)C)[O-] (Compound X). Reaction SMILES: COC1[CH:4]=[C:5]([CH2:11][CH2:12][N:13]([C:19](=[O:44])[CH2:20][NH:21][C:22](=[O:43])[CH2:23][C:24]2[CH:29]=[CH:28][C:27]([NH:30][C:31]([NH:33][C:34]3[CH:39]=[CH:38][CH:37]=[CH:36][C:35]=3[CH3:40])=[O:32])=[C:26]([O:41][CH3:42])[CH:25]=2)[CH2:14][CH2:15][C:16]([OH:18])=[O:17])C=C(OC)C=1.CC(CC(C1C(O)=CC(O)=C(CC=C(C)C)C=1[O-])=O)C>>[CH2:12]([N:13]([C:19](=[O:44])[CH2:20][NH:21][C:22](=[O:43])[CH2:23][C:24]1[CH:29]=[CH:28][C:27]([NH:30][C:31]([NH:33][C:34]2[CH:39]=[CH:38][CH:37]=[CH:36][C:35]=2[CH3:40])=[O:32])=[C:26]([O:41][CH3:42])[CH:25]=1)[CH2:14][CH2:15][C:16]([OH:18])=[O:17])[CH2:11][CH2:5][CH3:4]. Yields the product C(CCC)N(CCC(=O)O)C(CNC(CC1=CC(=C(C=C1)NC(=O)NC1=C(C=CC=C1)C)OC)=O)=O (3-[butyl-({2-[3-methoxy-4-(3-o-tolylureido)phenyl]-acetylamino}-acetyl)-amino]-propionic acid). Procedure: 3-[[2-(3,5-dimethoxy-phenyl)-ethyl]-({2-[3-methoxy-4-(3-o-tolylureido)phenyl]-acetylamino}-acetyl)-amino]-propionic acid, Compound X; The reactants are O.ON1N=NC2=C1C=CC=C2 (1-hydroxybenzotriazole hydrate), ClC1=CC=C(S1)C(=O)O (5-chlorothiophenecarboxylic acid), Cl.CN(CCCN=C=NCC)C (N-(3-dimethylaminopropyl)-N′-ethylcarbodiimide hydrochloride), CN1CCOCC1 (N-methylmorpholine), O=C1N(CCOC1)C1=CC=C(C=C1)NC(=O)C1NCCC1 (N-[4-(3-oxomorpholin-4-yl)phenyl]pyrrolidine-2-carboxamide), resultant solution. The solvent is CN(C=O)C (dimethylformamide). The product is O=C1N(CCOC1)C1=CC=C(C=C1)NC(=O)[C@@H]1N(CCC1)C(=O)C=1SC(=CC1)Cl (N-[4-(3-oxomorpholin-4-yl)phenyl]-(R)-1-(5-chlorothiophene-2-carbonyl)-pyrrolidine-2-carboxamide). Reaction SMILES: O.ON1C2C=CC=CC=2N=N1.[Cl:12][C:13]1[S:17][C:16]([C:18]([OH:20])=O)=[CH:15][CH:14]=1.Cl.CN(C)CCCN=C=NCC.CN1CCOCC1.[O:40]=[C:41]1[CH2:46][O:45][CH2:44][CH2:43][N:42]1[C:47]1[CH:52]=[CH:51][C:50]([NH:53][C:54]([CH:56]2[CH2:60][CH2:59][CH2:58][NH:57]2)=[O:55])=[CH:49][CH:48]=1>CN(C)C=O>[O:40]=[C:41]1[CH2:46][O:45][CH2:44][CH2:43][N:42]1[C:47]1[CH:48]=[CH:49][C:50]([NH:53][C:54]([C@H:56]2[CH2:60][CH2:59][CH2:58][N:57]2[C:18]([C:16]2[S:17][C:13]([Cl:12])=[CH:14][CH:15]=2)=[O:20])=[O:55])=[CH:51][CH:52]=1 |f:0.1,3.4|. Procedure details: 0.71 g (4.66 mmol) of 1-hydroxybenzotriazole hydrate, 0.76 g (4.66 mmol) of 5-chlorothiophenecarboxylic acid, 1.79 g (9.33 mmol) of N-(3-dimethylaminopropyl)-N′-ethylcarbodiimide hydrochloride (DAPECI) and 1.13 ml of N-methylmorpholine are added successively to a solution of 1.35 g (4.66 mmol) of N-[4-(3-oxomorpholin-4-yl)phenyl]pyrrolidine-2-carboxamide in 30 ml of dimethylformamide, and the resultant solution is stirred at room temperature for 12 hours. The reaction solution is subsequently ev... The reactants are C(C)(C)(C)C=1NC(=C(C1)[N+](=O)[O-])C(=O)N1C(C(NCC1)=O)(C)C (4-(2-tert-butyl-4-nitro-1H-pyrrole-5-carbonyl)-3,3-dimethylpiperazin-2-one). Reagents/catalysts: [Pd] (Pd on charcoal). The solvent is CO (methanol). Product: NC=1C=C(NC1C(=O)N1C(C(NCC1)=O)(C)C)C(C)(C)C (4-(4-amino-2-tert-butyl-1H-pyrrole-5-carbonyl)-3,3-dimethylpiperazin-2-one). Isolated yield 93.0%. As a reaction SMILES: [C:1]([C:5]1[NH:6][C:7]([C:13]([N:15]2[CH2:20][CH2:19][NH:18][C:17](=[O:21])[C:16]2([CH3:23])[CH3:22])=[O:14])=[C:8]([N+:10]([O-])=O)[CH:9]=1)([CH3:4])([CH3:3])[CH3:2]>CO.[Pd]>[NH2:10][C:8]1[CH:9]=[C:5]([C:1]([CH3:4])([CH3:3])[CH3:2])[NH:6][C:7]=1[C:13]([N:15]1[CH2:20][CH2:19][NH:18][C:17](=[O:21])[C:16]1([CH3:22])[CH3:23])=[O:14]. Procedure: A mixture of the previously prepared 4-(2-tert-butyl-4-nitro-1H-pyrrole-5-carbonyl)-3,3-dimethylpiperazin-2-one (80 mg, 0.25 mmol) dissolved in methanol (2 mL) and Pd on charcoal (10% w/w, 20 mg) was shaken under hydrogen atmosphere in a Parr shaker at 50 psi for 18 hours. The reaction was filtered through celite, the residue concentrated under vacuum to afford 68 mg of the desired 4-(4-amino-2-tert-butyl-1H-pyrrole-5-carbonyl)-3,3-dimethylpiperazin-2-one as a yellow oil.